This data is from the Open Reaction Database (ORD), a public repository of structured organic reaction records. The task is: describe an organic reaction: reactants, conditions, products, and yield Starting materials: CCOC(OCC)P(=O)(CC1CCCCC1)OCC, Cl, O. The product is O=[PH](O)CC1CCCCC1. RXN SMILES: [CH2:1]([O:2][CH:3]([O:6][CH2:7][CH3:10])[P:8]([O:9][CH2:4][CH3:5])(=[O:12])[CH2:13][CH:14]1[CH2:15][CH2:16][CH2:17][CH2:18][CH2:19]1)[CH3:11].[ClH:21].[OH2:20]>>[PH:8](=[O:9])([OH:12])[CH2:13][CH:14]1[CH2:15][CH2:16][CH2:17][CH2:18][CH2:19]1.